From a dataset of the Open Reaction Database (ORD), a public repository of structured organic reaction records. describe an organic reaction: reactants, conditions, products, and yield The reactants are N#Cc1ccc(F)c2ccccc12, O=C(c1ccccc1)C1CCNCC1, N#Cc1ccc(N2CCC(O)(c3ccccc3)CC2)c2ccccc12. Product: N#Cc1ccc(N2CCC(C(=O)c3ccccc3)CC2)c2ccccc12. As a reaction SMILES: [C:26]([c:27]1[c:28]2[c:29]([cH:30][cH:31][cH:32][cH:33]2)[c:34]([F:35])[cH:36][cH:37]1)#[N:38].[C:39]([c:40]1[cH:41][cH:42][cH:43][cH:44][cH:45]1)(=[O:46])[CH:47]1[CH2:48][CH2:49][NH:50][CH2:51][CH2:52]1.[OH:1][C:2]1([c:20]2[cH:21][cH:22][cH:23][cH:24][cH:25]2)[CH2:3][CH2:4][N:5]([c:8]2[cH:9][cH:10][c:11]([C:18]#[N:19])[c:12]3[cH:13][cH:14][cH:15][cH:16][c:17]23)[CH2:6][CH2:7]1>>[CH:2]1([C:39]([c:40]2[cH:41][cH:42][cH:43][cH:44][cH:45]2)=[O:46])[CH2:3][CH2:4][N:5]([c:8]2[cH:9][cH:10][c:11]([C:18]#[N:19])[c:12]3[cH:13][cH:14][cH:15][cH:16][c:17]23)[CH2:6][CH2:7]1. Starting materials: O (Water), C(C)C1OC2=C(NC1=O)C=CC(=C2)C(=O)OC (2-ethyl-7-methoxycarbonyl-3-oxo-3,4-dihydro-2H-1,4-benzoxazine), [H-].[Na+] (sodium hydride), IC(C)C (2-iodopropane). Run in C(C)(=O)OCC (ethyl acetate), CN(C=O)C (dimethylformamide). Conditions: temperature 60 celsius, time 2 hour. Yields the product C(C)C1OC2=C(N(C1=O)C(C)C)C=CC(=C2)C(=O)OC (2-ethyl-7-methoxycarbonyl-4-(2-propyl)-3-oxo-3,4-dihydro-2H-1,4-benzoxazine). The yield is 37.6%. As a reaction SMILES: [CH2:1]([CH:3]1[C:8](=[O:9])[NH:7][C:6]2[CH:10]=[CH:11][C:12]([C:14]([O:16][CH3:17])=[O:15])=[CH:13][C:5]=2[O:4]1)[CH3:2].[H-].[Na+].I[CH:21]([CH3:23])[CH3:22].O>CN(C)C=O.C(OCC)(=O)C>[CH2:1]([CH:3]1[C:8](=[O:9])[N:7]([CH:21]([CH3:23])[CH3:22])[C:6]2[CH:10]=[CH:11][C:12]([C:14]([O:16][CH3:17])=[O:15])=[CH:13][C:5]=2[O:4]1)[CH3:2] |f:1.2|. Procedure: To a solution of 2-ethyl-7-methoxycarbonyl-3-oxo-3,4-dihydro-2H-1,4-benzoxazine (10.00 g) in dimethylformamide (200 ml) were added 60% sodium hydride (in oil) (1.87 g) and 2-iodopropane (7.80 g) and the mixture was stirred at 60° C. for 2 hours. Water was added to the reaction solution and extraction with ethyl acetate was conducted. The solvent was distilled off under reduced pressure and the resulting residue was subjected to purification by column chromatography using ethyl acetate/hexane [1:... Reactants: C(#C)C1=CN=C2N1N=CC=C2 (3-ethynylimidazo[1,2-b]pyridazine), OCCN1CCN(CC1)CC1=C(C=C(C=C1)NC(C1=CC(=C(C=C1)C)I)=O)C(F)(F)F (N-(4-((4-(2-hydroxyethyl)piperazin-1-yl)methyl)-3-(trifluoromethyl)phenyl)-3-iodo-4-methylbenzamide). Yields the product OCCN1CCN(CC1)CC1=C(C=C(C=C1)NC(C1=CC(=C(C=C1)C)C#CC1=CN=C2N1N=CC=C2)=O)C(F)(F)F (N-(4-((4-(2-Hydroxyethyl)piperazin-1-yl)methyl)-3-(trifluoromethyl)phenyl)-3-(imidazo[1,2-b]pyridazin-3-ylethynyl)-4-methylbenzamide). As a reaction SMILES: [C:1]([C:3]1[N:7]2[N:8]=[CH:9][CH:10]=[CH:11][C:6]2=[N:5][CH:4]=1)#[CH:2].[OH:12][CH2:13][CH2:14][N:15]1[CH2:20][CH2:19][N:18]([CH2:21][C:22]2[CH:27]=[CH:26][C:25]([NH:28][C:29](=[O:38])[C:30]3[CH:35]=[CH:34][C:33]([CH3:36])=[C:32](I)[CH:31]=3)=[CH:24][C:23]=2[C:39]([F:42])([F:41])[F:40])[CH2:17][CH2:16]1>>[OH:12][CH2:13][CH2:14][N:15]1[CH2:16][CH2:17][N:18]([CH2:21][C:22]2[CH:27]=[CH:26][C:25]([NH:28][C:29](=[O:38])[C:30]3[CH:35]=[CH:34][C:33]([CH3:36])=[C:32]([C:2]#[C:1][C:3]4[N:7]5[N:8]=[CH:9][CH:10]=[CH:11][C:6]5=[N:5][CH:4]=4)[CH:31]=3)=[CH:24][C:23]=2[C:39]([F:42])([F:41])[F:40])[CH2:19][CH2:20]1. Procedure: The title compound was synthesized from 3-ethynylimidazo[1,2-b]pyridazine and N-(4-((4-(2-hydroxyethyl)piperazin-1-yl)methyl)-3-(trifluoromethyl)phenyl)-3-iodo-4-methylbenzamide in a manner similar to that described for Example 14. The product was obtained as a solid: 563 m/z (M+H). Reaction SMILES: [C:21](=[O:22])([O-:23])[O-:24].[CH3:12][O:13][c:14]1[cH:15][cH:16][c:17]([NH2:20])[cH:18][n:19]1.[CH3:69][c:70]1[cH:71][cH:72][cH:73][cH:74][cH:75]1.[Cl:1][c:2]1[c:3]([C:4](=[O:5])[O:6][CH3:7])[cH:8][cH:9][cH:10][n:11]1.[Cs+:25].[Cs+:26].[O:114]=[C:115]([CH:116]=[CH:117][c:118]1[cH:119][cH:120][cH:121][cH:122][cH:123]1)[CH:124]=[CH:125][c:126]1[cH:127][cH:128][cH:129][cH:130][cH:131]1.[O:78]=[C:79]([CH:80]=[CH:81][c:82]1[cH:83][cH:84][cH:85][cH:86][cH:87]1)[CH:88]=[CH:89][c:90]1[cH:91][cH:92][cH:93][cH:94][cH:95]1.[O:96]=[C:97]([CH:98]=[CH:99][c:100]1[cH:101][cH:102][cH:103][cH:104][cH:105]1)[CH:106]=[CH:107][c:108]1[cH:109][cH:110][cH:111][cH:112][cH:113]1.[Pd:76].[Pd:77].[c:27]1([P:28]([c:29]2[cH:30][cH:31][cH:32][cH:33][cH:34]2)[c:35]2[c:36]3[c:60]([cH:61][cH:62][cH:63]2)[C:57]([CH3:58])([CH3:59])[c:39]2[c:38]([c:43]([P:44]([c:45]4[cH:46][cH:47][cH:48][cH:49][cH:50]4)[c:51]4[cH:52][cH:53][cH:54][cH:55][cH:56]4)[cH:42][cH:41][cH:40]2)[O:37]3)[cH:64][cH:65][cH:66][cH:67][cH:68]1>>[c:2]1([NH:20][c:17]2[cH:16][cH:15][c:14]([O:13][CH3:12])[n:19][cH:18]2)[c:3]([C:4](=[O:5])[O:6][CH3:7])[cH:8][cH:9][cH:10][n:11]1. Reactants: O=C([O-])[O-], COc1ccc(N)cn1, Cc1ccccc1, COC(=O)c1cccnc1Cl, [Cs+], [Cs+], O=C(C=Cc1ccccc1)C=Cc1ccccc1, O=C(C=Cc1ccccc1)C=Cc1ccccc1, O=C(C=Cc1ccccc1)C=Cc1ccccc1, [Pd], [Pd], CC1(C)c2cccc(P(c3ccccc3)c3ccccc3)c2Oc2c(P(c3ccccc3)c3ccccc3)cccc21. The product is COC(=O)c1cccnc1Nc1ccc(OC)nc1.